Dataset: the Open Reaction Database (ORD), a public repository of structured organic reaction records. Task: describe an organic reaction: reactants, conditions, products, and yield Conditions: time 8 hour. Product: ClC=1C=CC(=C(C1)C#CCO)F (3-(5-chloro-2-fluorophenyl)-2-propyne-1-ol). Reported procedure: A mixture of 5-chloro-2-fluoroiodobenzene (5.00 g), copper(I) iodide (74.3 mg), triphenylphosphine (256 mg), tris(dibenzylideneacetone)dipalladium(0) chloroform adduct (404 mg), propargyl alcohol (1.27 ml), diisopropylethylamine (13.6 ml) and tetrahydrofuran (100 ml) was stirred at room temperature for 8 hr. The reaction mixture was added to brine, and the mixture was extracted with ethyl acetate, washed with saturated brine, and dried over anhydrous magnesium sulfate. The solvent was evaporated... RXN SMILES: [Cl:1][C:2]1[CH:3]=[CH:4][C:5]([F:9])=[C:6](I)[CH:7]=1.C1(P(C2C=CC=CC=2)C2C=CC=CC=2)C=CC=CC=1.[CH2:29]([OH:32])[C:30]#[CH:31].C(N(C(C)C)CC)(C)C>[Cl-].[Na+].O.[Cu]I.C1C=CC(/C=C/C(/C=C/C2C=CC=CC=2)=O)=CC=1.C1C=CC(/C=C/C(/C=C/C2C=CC=CC=2)=O)=CC=1.C1C=CC(/C=C/C(/C=C/C2C=CC=CC=2)=O)=CC=1.C(Cl)(Cl)Cl.[Pd].[Pd].O1CCCC1>[Cl:1][C:2]1[CH:3]=[CH:4][C:5]([F:9])=[C:6]([C:31]#[C:30][CH2:29][OH:32])[CH:7]=1 |f:4.5.6,8.9.10.11.12.13|. The reagents and catalysts are [Cu]I (copper(I) iodide), C1=CC=C(C=C1)/C=C/C(=O)/C=C/C2=CC=CC=C2.C1=CC=C(C=C1)/C=C/C(=O)/C=C/C2=CC=CC=C2.C1=CC=C(C=C1)/C=C/C(=O)/C=C/C2=CC=CC=C2.C(Cl)(Cl)Cl.[Pd].[Pd] (tris(dibenzylideneacetone)dipalladium(0) chloroform adduct). Starting materials: ClC=1C=CC(=C(C1)I)F (5-chloro-2-fluoroiodobenzene), C1(=CC=CC=C1)P(C1=CC=CC=C1)C1=CC=CC=C1 (triphenylphosphine), C(C#C)O (propargyl alcohol), C(C)(C)N(CC)C(C)C (diisopropylethylamine). Solvent: [Cl-].[Na+].O (brine), O1CCCC1 (tetrahydrofuran). Reactants: NC1=C(C(=O)NC2=CC=C(C=C2)Cl)C=CC=C1 (2-Amino-N-(4-chlorophenyl)benzamide), ClC1=NC=C(C=O)C=C1 (6-chloronicotinaldehyde), OS(=O)[O-].[Na+] (NaHSO3), CC=1C=CC(=CC1)S(=O)(=O)O (p-TsOH). The solvent is CC(=O)N(C)C (DMA), C(C)(=O)OCC (ethyl acetate). Run at temperature 150 celsius. The product is ClC1=CC=C(C=C1)N1C(=NC2=CC=CC=C2C1=O)C=1C=NC(=CC1)Cl (3-(4-chlorophenyl)-2-(6-chloropyridin-3-yl)quinazolin-4(3H)-one). Yield: 4.0%. Reaction SMILES: [NH2:1][C:2]1[CH:17]=[CH:16][CH:15]=[CH:14][C:3]=1[C:4]([NH:6][C:7]1[CH:12]=[CH:11][C:10]([Cl:13])=[CH:9][CH:8]=1)=[O:5].[Cl:18][C:19]1[CH:26]=[CH:25][C:22]([CH:23]=O)=[CH:21][N:20]=1.OS([O-])=O.[Na+].CC1C=CC(S(O)(=O)=O)=CC=1>CC(N(C)C)=O.C(OCC)(=O)C>[Cl:13][C:10]1[CH:11]=[CH:12][C:7]([N:6]2[C:4](=[O:5])[C:3]3[C:2](=[CH:17][CH:16]=[CH:15][CH:14]=3)[N:1]=[C:23]2[C:22]2[CH:21]=[N:20][C:19]([Cl:18])=[CH:26][CH:25]=2)=[CH:8][CH:9]=1 |f:2.3|. Procedure details: 2-Amino-N-(4-chlorophenyl)benzamide (0.500 g, 2.03 mmol) and 6-chloronicotinaldehyde (2.23 mmol), NaHSO3 (0.253 g, 2.44 mmol) and p-TsOH (0.039 g, 0.20 mmol) were dissolved in DMA (20 mL) and heated at 150° C. for 21 hours. The mixture was cooled to room temperature, diluted with ethyl acetate (100 mL), washed with water (2×200 mL), dried (Na2SO4), filtered, and concentrated. Flash chromatograph on silica gel, eluting with 30% ethyl acetate/heptane to 70% ethyl acetate/heptane, afforded the titl... Starting materials: CNOC, O=C(O)c1ccc(C(F)(F)F)cc1OCC1CCCCC1, Cl. Yields the product CON(C)C(=O)c1ccc(C(F)(F)F)cc1OCC1CCCCC1. Reaction SMILES: [CH3:22][NH:23][O:24][CH3:25].[CH:1]1([CH2:7][O:8][c:9]2[c:10]([C:11](=[O:12])[OH:13])[cH:14][cH:15][c:16]([C:18]([F:19])([F:20])[F:21])[cH:17]2)[CH2:2][CH2:3][CH2:4][CH2:5][CH2:6]1.[ClH:26]>>[CH:1]1([CH2:7][O:8][c:9]2[c:10]([C:11](=[O:13])[N:23]([CH3:22])[O:24][CH3:25])[cH:14][cH:15][c:16]([C:18]([F:19])([F:20])[F:21])[cH:17]2)[CH2:2][CH2:3][CH2:4][CH2:5][CH2:6]1. Reactants: resultant mixture, [Na] (sodium), C(C)(C)(C)C1=NOC(=C1)NC(OC)=O (methyl 3-t-butyl-5-isoxazolylcarbamate), CO (methanol), CO (methanol). Reaction conditions: time 1 hour. Product: CN(C(OC)=O)C1=CC(=NO1)C(C)(C)C (methyl N-methyl-3-t-butyl-5-isoxazolylcarbamate). Isolated yield 91.8%. Reaction SMILES: [Na].[C:2]([C:6]1[CH:10]=[C:9]([NH:11][C:12](=[O:15])[O:13][CH3:14])[O:8][N:7]=1)([CH3:5])([CH3:4])[CH3:3].[CH3:16]O>>[CH3:16][N:11]([C:9]1[O:8][N:7]=[C:6]([C:2]([CH3:5])([CH3:3])[CH3:4])[CH:10]=1)[C:12](=[O:15])[O:13][CH3:14] |^1:0|. Procedure details: To a solution of metallic sodium (0.42 g) in methanol (12 ml), a solution of methyl 3-t-butyl-5-isoxazolylcarbamate (3.47 g) in methanol (5.5 ml) is added, and the resultant mixture is stirred at room temperature for 10 minutes. The reaction mixture is evaporated under reduced pressure to remove the methanol. The residue is combined with benzene, which is then evaporated. The residue is again combined with benzene (27 ml), and dimethyl sulfate (2.32 g) is added dropwise. The resultant mixture is... Reactants: CN(CCCCCCCC=C(CCCCC)CCCCC)C (1-Dimethylamino-9-pentyl-8-tetradecene). The reagents and catalysts are [Pd] (Pd/C). The solvent is C(C)O (ethanol). Yields the product CN(CCCCCCCCC(CCCCC)CCCCC)C (1-dimethylamino-9-pentyltetradecane). Yield: 75.5%. RXN SMILES: [CH3:1][N:2]([CH3:22])[CH2:3][CH2:4][CH2:5][CH2:6][CH2:7][CH2:8][CH2:9][CH:10]=[C:11]([CH2:17][CH2:18][CH2:19][CH2:20][CH3:21])[CH2:12][CH2:13][CH2:14][CH2:15][CH3:16]>C(O)C.[Pd]>[CH3:1][N:2]([CH3:22])[CH2:3][CH2:4][CH2:5][CH2:6][CH2:7][CH2:8][CH2:9][CH2:10][CH:11]([CH2:17][CH2:18][CH2:19][CH2:20][CH3:21])[CH2:12][CH2:13][CH2:14][CH2:15][CH3:16]. Reported procedure: 1-Dimethylamino-9-pentyl-8-tetradecene (Example 26c) (7.5 g) was hydrogenated in ethanol (75 ml) at 45 psi in the presence of 10% Pd/C (0.7 g) at room temperature for 5 hours. The reaction mixture was filtered and evaporated to dryness. The resulting oil was purified by distillation at 0 01 torr (in a Kugelrohr apparatus at 210°) to give 1-dimethylamino-9-pentyltetradecane as a colourless oil (5.7 g, 76%). Reactants: [H-].[Na+] (NaH), ClC=1SC(=CN1)C#N (2-Chloro-thiazole-5-carbonitrile), [H-].[Na+] (NaH), C(C)(C)(C)[SiH2]OC(C1=C(C(=NC=C1)N)C)(C)C (4-(tert-Butyl-dimethyl-silanyloxymethyl)-3-methyl-pyridin-2-ylamine), ClC=1SC(=CN1)C#N (2-Chloro-thiazole-5-carbonitrile), Cl (HCl). Run in C1CCOC1 (THF), O (water). Product: C(C)(C)(C)[SiH2]OC(C1=C(C(=NC=C1)NC=1SC(=CN1)C#N)C)(C)C (2-[4-(tert-Butyl-dimethyl-silanyloxymethyl)-3-methyl-pyridin-2-ylamino]-thiazole-5-carbonitrile). Reaction SMILES: [H-].[Na+].[C:3]([SiH2:7][O:8][C:9]([CH3:19])([CH3:18])[C:10]1[CH:15]=[CH:14][N:13]=[C:12]([NH2:16])[C:11]=1[CH3:17])([CH3:6])([CH3:5])[CH3:4].Cl[C:21]1[S:22][C:23]([C:26]#[N:27])=[CH:24][N:25]=1.Cl>O.C1COCC1>[C:3]([SiH2:7][O:8][C:9]([CH3:19])([CH3:18])[C:10]1[CH:15]=[CH:14][N:13]=[C:12]([NH:16][C:21]2[S:22][C:23]([C:26]#[N:27])=[CH:24][N:25]=2)[C:11]=1[CH3:17])([CH3:6])([CH3:5])[CH3:4] |f:0.1|. Procedure: An oven dried flask under N2 was charged with NaH (60% dispersion, 210 mg, 5.25 mmol). 5 mL of anhydrous THF was added followed by 4-(tert-butyl-dimethyl-silanyloxymethyl)-3-methyl-pyridin-2-ylamine (10-2, 0.602 g, 2.39 mmol) and 2-chloro-5-cyanothiazole (1-2, 0.414 g, 2.86 mmol). The resulting solution was heated to reflux. After 19 hours additional NaH (19 mg, 0.48 mmol) and 2-chloro-5-cyanothiazole (1-2, 0.069 g, 0.48 mmol) were added. After an additional 1 hour at reflux the reaction was all...